Dataset: the Open Reaction Database (ORD), a public repository of structured organic reaction records. Task: describe an organic reaction: reactants, conditions, products, and yield The reactants are N-hydroxysuccinimide ester, C(C(O)C)(=S)O (thiolactic acid), OC(=O)CCCC[C@@H]1SC[C@@H]2NC(=O)N[C@H]12 (biotin). The solvent is FC(C(=O)O)(F)F (trifluoroacetic acid). Conditions: time 0.5 hour. The product is OC(=O)CCCC[C@@H]1SC[C@@H]2NC(=O)N[C@H]12.C(C(O)C)(=S)O (Biotin Thiolactic Acid). RXN SMILES: [OH:1][C:2]([CH2:4][CH2:5][CH2:6][CH2:7][C@H:8]1[C@@H:16]2[C@@H:11]([NH:12][C:13]([NH:15]2)=[O:14])[CH2:10][S:9]1)=[O:3].[C:17]([OH:22])(=[S:21])[CH:18]([CH3:20])[OH:19]>FC(F)(F)C(O)=O>[OH:3][C:2]([CH2:4][CH2:5][CH2:6][CH2:7][C@H:8]1[C@@H:16]2[C@@H:11]([NH:12][C:13]([NH:15]2)=[O:14])[CH2:10][S:9]1)=[O:1].[C:17]([OH:22])(=[S:21])[CH:18]([CH3:20])[OH:19] |f:3.4|. Procedure: The biotin derivative was treated with trifluoroacetic acid (10 mL) and the solution was kept at room temperature for 0.5 hours. The solvent was removed in vacuo and the residue was dissolved in dimethyl formamide (2 mL) and made basic with triethylamine. To this solution was added 1 mmol of N-hydroxysuccinimide ester of thiolactic acid. The mixture was stirred overnight at room temperature. The solvent was removed in vacuo, the residue was redissolved in CHCl3 and washed with deoxygenated water... Starting materials: ClC=1C(=NOC1NS(=O)(=O)C1=C(SC=C1)C(=O)O)C (N-(4-chloro-3-methyl-5-isoxazolyl)-3-sulfamoyl-2-thiophenecarboxylic acid), [Li]CCCC (nBuLi), IC (iodomethane). Solvent: O1CCCC1 (tetrahydrofuran). Product: ClC=1C(=NOC1NS(=O)(=O)C1=C(SC(=C1)C)C(=O)O)C (N-(4-chloro-3-methyl-5-isoxazolyl)-3-sulfamoyl-5-methyl-2-thiophenecarboxylic acid). As a reaction SMILES: [Cl:1][C:2]1[C:3]([CH3:19])=[N:4][O:5][C:6]=1[NH:7][S:8]([C:11]1[CH:15]=[CH:14][S:13][C:12]=1[C:16]([OH:18])=[O:17])(=[O:10])=[O:9].[Li][CH2:21]CCC.IC>O1CCCC1>[Cl:1][C:2]1[C:3]([CH3:19])=[N:4][O:5][C:6]=1[NH:7][S:8]([C:11]1[CH:15]=[C:14]([CH3:21])[S:13][C:12]=1[C:16]([OH:18])=[O:17])(=[O:10])=[O:9]. Reported procedure: To a solution of N-(4-chloro-3-methyl-5-isoxazolyl)-3-sulfamoyl-2-thiophenecarboxylic acid (6 g, 18.60 mmol) in anhydrous tetrahydrofuran (240 mL) at −78° C. and under nitrogen was added nBuLi (2.5 M in hexane, 30 mL, 74.4 mmol). The mixture was stirred at this temperature for 2 h before the addition of iodomethane (6.6 g, 74.4 mmol). The mixture was then poured into crushed ice and then allowed to warm to room temperature. After acidification with concentrated HCl to pH ˜1, the mixture was extr...